This data is from the Open Reaction Database (ORD), a public repository of structured organic reaction records. The task is: describe an organic reaction: reactants, conditions, products, and yield Starting materials: [OH-].[Na+] (NaOH), S(=O)(=O)(OC)OC (dimethyl sulfate), FC=1C=CC=C2CC(NC12)=O (7-fluoro-1,3-dihydro-indol-2-one), [OH-].[Na+] (NaOH), S(=O)(=O)(OC)OC (dimethyl sulfate). Run in O (H2O). Conditions: temperature 100 celsius. The product is FC=1C=CC=C2CC(N(C12)C)=O (7-fluoro-1-methyl-1,3-dihydro-indol-2-one). RXN SMILES: [F:1][C:2]1[CH:3]=[CH:4][CH:5]=[C:6]2[C:10]=1[NH:9][C:8](=[O:11])[CH2:7]2.[OH-].[Na+].S(OC)(O[CH3:18])(=O)=O>O>[F:1][C:2]1[CH:3]=[CH:4][CH:5]=[C:6]2[C:10]=1[N:9]([CH3:18])[C:8](=[O:11])[CH2:7]2 |f:1.2|. Procedure: This is similar to the procedure described in G. W. Rewcastle, B. D. Palmer, E. M. Dobrusin, D. W. Fry, A. J. Kracker and W. A. Deny, Journal of Medicinal Chemistry, 1994, 37, 2033-2042. A suspension of the 7-fluoro-1,3-dihydro-indol-2-one (9, 1.0 g, 6.62 mmol.) in H2O (30 mL) and NaOH (0.397 g, 9.92 mmol., 1.50 eq.) was treated with dimethyl sulfate (1.24 g, 9.86 mmol., 1.49 eq., 0.933 mL; added all at once) and heated to 100° C. for approx. 10 min. and then allowed to cooled to about 50° C. An... Starting materials: NC1=C(C=C(C#N)C=C1)I (4-amino-3-iodobenzonitrile), O (water), CCOCC (ether), C(C)O (ethanol), solution. Run in C1CCOC1 (THF). The product is NC1=C(C=C(CN)C=C1)I (4-Amino-3-iodobenzylamine). As a reaction SMILES: [NH2:1][C:2]1[CH:9]=[CH:8][C:5]([C:6]#[N:7])=[CH:4][C:3]=1[I:10].C(O)C.O.CCOCC>C1COCC1>[NH2:1][C:2]1[CH:9]=[CH:8][C:5]([CH2:6][NH2:7])=[CH:4][C:3]=1[I:10]. Procedure details: To a solution of (2.44 g, 10 mmol) 4-amino-3-iodobenzonitrile (Helv. Chim. Acta. 54: 1486-1488, 1971, Toth: "Die jodierung von desaktivierten aromatischen aminen in wasseriger phase.") in dry THF (5 ml) was added 30 ml of borane-tetrahydrofuran complex solution (30 mmole) with stirring. The solution was heated at reflux temperature for 1 hr. under argon. Upon cooling, ethanol (2 ml) was added to quench excess borane. After the vigorous reaction subsided, water (30 ml) and ether (40 ml) were adde... The reactants are BrC1=C(C=C(C(=C1)F)F)F (1-bromo-2,4,5-trifluorobenzene), C(C)(C)(C)C=1C(=C(C=CC1)O)C(C)(C)C (di-tert-butylphenol), C(C=C)(=O)OCC(CCCC)CC (2-ethylhexyl acrylate), C([O-])([O-])=O.[Na+].[Na+] (sodium carbonate). Reagents/catalysts: [Pd] (palladium on activated charcoal). Run in CC(=O)N(C)C (dimethylacetamide). Product: FC1=C(C=CC(=O)OC(CCCCC)CC)C=C(C(=C1)F)F (ethylhexyl 2,4,5-trifluorocinnamate). RXN SMILES: Br[C:2]1[CH:7]=[C:6]([F:8])[C:5]([F:9])=[CH:4][C:3]=1[F:10].[C:11]([O:15][CH2:16][CH:17](CC)[CH2:18][CH2:19][CH2:20][CH3:21])(=[O:14])[CH:12]=[CH2:13].C(=O)([O-])[O-].[Na+].[Na+].[C:30](C1C(C(C)(C)C)=C(O)C=CC=1)(C)(C)[CH3:31]>[Pd].CC(N(C)C)=O>[F:10][C:3]1[CH:4]=[C:5]([F:9])[C:6]([F:8])=[CH:7][C:2]=1[CH:13]=[CH:12][C:11]([O:15][CH:16]([CH2:30][CH3:31])[CH2:17][CH2:18][CH2:19][CH2:20][CH3:21])=[O:14] |f:2.3.4|. Procedure: 3.0 g (14.2 mmol) of 1-bromo-2,4,5-trifluorobenzene are refluxed under protecting gas with 30.0 mmol of 2-ethylhexyl acrylate, 140 mg of palladium on activated charcoal (5% strength), 0.82 g of sodium carbonate and 10 mg of di-tert-butylphenol in 10 ml of dimethylacetamide for 18 hours at 170° C. The catalyst is filtered off, the mixture is diluted with dichloromethane and extracted with water. The crude product is chromatographed.